From a dataset of the Open Reaction Database (ORD), a public repository of structured organic reaction records. describe an organic reaction: reactants, conditions, products, and yield Reported procedure: To a stirred suspension of 4-bromo-3-methyl-2H-isoquinolin-1-one (1.86 g, 7.81 mmol), silver carbonate (2.92 g, 10.6 mmol) and chloroform (150 mL) is added dropwise over 10 min iodomethane (7.3 mL, 117 mmol) and the mixture is stirred in the dark for 3 d. Triethylamine is added and the solids are removed by filtration through a pad of Celite. The filtrate is concentrated and the residue is purified by chromatography eluting with dichloromethane. Product containing fractions are combined and conc... Solvent: C(C)N(CC)CC (Triethylamine). The yield is 60.0%. Run at time 3 day. As a reaction SMILES: [Br:1][C:2]1[C:11]2[C:6](=[CH:7][CH:8]=[CH:9][CH:10]=2)[C:5](=[O:12])[NH:4][C:3]=1C.[CH:14](Cl)(Cl)Cl.IC>C(=O)([O-])[O-].[Ag+2].C(N(CC)CC)C>[Br:1][C:2]1[C:11]2[C:6](=[CH:7][CH:8]=[CH:9][CH:10]=2)[C:5]([O:12][CH3:14])=[N:4][CH:3]=1 |f:3.4|. Yields the product BrC1=CN=C(C2=CC=CC=C12)OC (4-bromo-1-methoxyisoquinoline). Reagents/catalysts: C([O-])([O-])=O.[Ag+2] (silver carbonate). The reactants are BrC1=C(NC(C2=CC=CC=C12)=O)C (4-bromo-3-methyl-2H-isoquinolin-1-one), C(Cl)(Cl)Cl (chloroform), IC (iodomethane). Starting materials: C(C1=CC=CC=C1)N (benzylamine), C(C)(=O)O[BH-](OC(C)=O)OC(C)=O.[Na+] (sodium triacetoxyborohydride), C(C)(=O)O (acetic acid), C(C)(=O)O (acetic acid), C(C1=CC=CC=C1)N (benzylamine), C(C)(=O)O[BH-](OC(C)=O)OC(C)=O.[Na+] (sodium triacetoxyborohydride), C(C)(C)(C)OC(=O)N[C@@](CC1=CC(=CC=C1)OCC(C1=CC=CC=C1)=O)(C(=O)OC)C (methyl N-(tert-butoxycarbonyl)-alpha-methyl-3-(2-oxo-2-phenylethoxy)phenylalaninate), C(C)(=O)O (acetic acid), C(C1=CC=CC=C1)N (benzylamine), C(C)(=O)O[BH-](OC(C)=O)OC(C)=O.[Na+] (sodium triacetoxyborohydride). The solvent is ClC(C)Cl (dichloroethane). Run at temperature 50 celsius, time 16 hour. Yields the product C(C1=CC=CC=C1)NC(COC=1C=C(C[C@](NC(=O)OC(C)(C)C)(C(=O)OC)C)C=CC1)C1=CC=CC=C1 (methyl 3-[2-(benzylamino)-2-phenylethoxy]-N-(tert-butoxycarbonyl)-alpha-methylphenylalaninate). As a reaction SMILES: [C:1]([O:5][C:6]([NH:8][C@:9]([CH3:31])([C:27]([O:29][CH3:30])=[O:28])[CH2:10][C:11]1[CH:16]=[CH:15][CH:14]=[C:13]([O:17][CH2:18][C:19](=O)[C:20]2[CH:25]=[CH:24][CH:23]=[CH:22][CH:21]=2)[CH:12]=1)=[O:7])([CH3:4])([CH3:3])[CH3:2].C(O)(=O)C.[CH2:36]([NH2:43])[C:37]1[CH:42]=[CH:41][CH:40]=[CH:39][CH:38]=1.C(O[BH-](OC(=O)C)OC(=O)C)(=O)C.[Na+]>ClC(Cl)C>[CH2:36]([NH:43][CH:19]([C:20]1[CH:21]=[CH:22][CH:23]=[CH:24][CH:25]=1)[CH2:18][O:17][C:13]1[CH:12]=[C:11]([CH:16]=[CH:15][CH:14]=1)[CH2:10][C@@:9]([CH3:31])([C:27]([O:29][CH3:30])=[O:28])[NH:8][C:6]([O:5][C:1]([CH3:2])([CH3:3])[CH3:4])=[O:7])[C:37]1[CH:42]=[CH:41][CH:40]=[CH:39][CH:38]=1 |f:3.4|. Procedure details: To a solution of methyl N-(tert-butoxycarbonyl)-alpha-methyl-3-(2-oxo-2-phenylethoxy)phenylalaninate (0.600 g, 1.40 mmol), 4 A sieves (spatula tip), acetic acid (0.089 mL, 1.54 mmol), and benzylamine (0.184 mL, 1.68 mmol) in 10.0 mL dichloroethane was added sodium triacetoxyborohydride (0.357 g, 1.68 mmol). After 16 hr, additional benzylamine (0.092 mL, 0.840 mmol), sodium triacetoxyborohydride (0.178 g, 0.840 mmol), and acetic acid (0.045 mL, 0.770 mmol) were added. After an additional 16 hr, t... Starting materials: C[C@@H]1N(CCC1)[C@@H]1CN(CC1)C=1C=C2CCNCC2=CC1 (6-((2S,3′S)-2-methyl-[1,3′]bipyrrolidinyl-1′-yl)-1,2,3,4-tetrahydro-isoquinoline), BrC1=NC=C(C=C1)F (2-bromo-5-fluoro-pyridine). Yields the product FC=1C=CC(=NC1)N1CC2=CC=C(C=C2CC1)N1C[C@H](CC1)N1[C@H](CCC1)C (2-(5-Fluoro-pyridin-2-yl)-6-((2S,3′S)-2-methyl-[1,3′]bipyrrolidinyl-1′-yl)-1,2,3,4-tetrahydro-isoquinoline). Reaction SMILES: [CH3:1][C@H:2]1[CH2:6][CH2:5][CH2:4][N:3]1[C@H:7]1[CH2:11][CH2:10][N:9]([C:12]2[CH:13]=[C:14]3[C:19](=[CH:20][CH:21]=2)[CH2:18][NH:17][CH2:16][CH2:15]3)[CH2:8]1.Br[C:23]1[CH:28]=[CH:27][C:26]([F:29])=[CH:25][N:24]=1>>[F:29][C:26]1[CH:27]=[CH:28][C:23]([N:17]2[CH2:16][CH2:15][C:14]3[C:19](=[CH:20][CH:21]=[C:12]([N:9]4[CH2:10][CH2:11][C@H:7]([N:3]5[CH2:4][CH2:5][CH2:6][C@@H:2]5[CH3:1])[CH2:8]4)[CH:13]=3)[CH2:18]2)=[N:24][CH:25]=1. Procedure: The title compound was synthesized in substantially the same way as Example 1 by condensation of 6-((2S,3′S)-2-methyl-[1,3′]bipyrrolidinyl-1′-yl)-1,2,3,4-tetrahydro-isoquinoline with 2-bromo-5-fluoro-pyridine. Reaction SMILES: [C:7]1(=[N:12][OH:13])[CH2:8][CH2:9][CH2:10][CH2:11]1.[CH3:1][C:2]([CH3:3])([O-:4])[CH3:5].[F:14][c:15]1[cH:16][cH:17][c:18]([N+:21](=[O:22])[O-:23])[cH:19][cH:20]1.[K+:6].[O:24]=[CH:25][N:26]([CH3:27])[CH3:28]>>[C:7]1(=[N:12][O:13][c:15]2[cH:16][cH:17][c:18]([N+:21](=[O:22])[O-:23])[cH:19][cH:20]2)[CH2:8][CH2:9][CH2:10][CH2:11]1. The reactants are ON=C1CCCC1, CC(C)(C)[O-], O=[N+]([O-])c1ccc(F)cc1, [K+], CN(C)C=O. Yields the product O=[N+]([O-])c1ccc(ON=C2CCCC2)cc1. Reactants: C[Si](CCOCN1C=NC(=C1)C1(CC1)N)(C)C (1-[1-(2-trimethylsilanyl-ethoxymethyl)-1H-imidazol-4-yl]-cyclopropylamine). The solvent is CCO (EtOH), Cl (HCl). Reaction conditions: temperature 90 celsius, time 4 hour. The product is N1C=NC(=C1)C1(CC1)N (1-(1H-imidazol-4-yl)-cyclopropylamine). The yield is 137.2%. RXN SMILES: C[Si](C)(C)CCOC[N:7]1[CH:11]=[C:10]([C:12]2([NH2:15])[CH2:14][CH2:13]2)[N:9]=[CH:8]1>CCO.Cl>[NH:7]1[CH:11]=[C:10]([C:12]2([NH2:15])[CH2:14][CH2:13]2)[N:9]=[CH:8]1. Procedure: To a round bottom flask was added 1-[1-(2-trimethylsilanyl-ethoxymethyl)-1H-imidazol-4-yl]-cyclopropylamine (400 mg, 1.58 mmol) in EtOH (20 ml) and 3N HCl (15 ml). The reaction mixture was stirred at 90° C. for 4 h. The reaction mixture was concentrated in vacuo. The residue was purified by prepHPLC by eluting with 0.5% acetonitrile/water to afford 267 mg of 1-(1H-imidazol-4-yl)-cyclopropylamine as a formic acid salt, m/z 124 [M+1]+. Starting materials: [Li]C(C)(C)C, Cn1cccc1-c1ccc(C(F)(F)F)cc1, [Cl-], [Cl-], Cl, CCOC(=O)c1ccc(I)cc1, C1CCOC1, [Zn+2]. The product is CCOC(=O)c1ccc(-c2ccc(-c3ccc(C(F)(F)F)cc3)n2C)cc1. RXN SMILES: [C:17]([Li:18])([CH3:19])([CH3:20])[CH3:21].[CH3:1][n:2]1[c:3](-[c:7]2[cH:8][cH:9][c:10]([C:13]([F:14])([F:15])[F:16])[cH:11][cH:12]2)[cH:4][cH:5][cH:6]1.[Cl-:40].[Cl-:42].[ClH:34].[I:22][c:23]1[cH:24][cH:25][c:26]([C:27](=[O:28])[O:29][CH2:30][CH3:31])[cH:32][cH:33]1.[O:35]1[CH2:36][CH2:37][CH2:38][CH2:39]1.[Zn+2:41]>>[CH3:1][n:2]1[c:3](-[c:7]2[cH:8][cH:9][c:10]([C:13]([F:14])([F:15])[F:16])[cH:11][cH:12]2)[cH:4][cH:5][c:6]1-[c:23]1[cH:24][cH:25][c:26]([C:27](=[O:28])[O:29][CH2:30][CH3:31])[cH:32][cH:33]1. The reactants are N[C@@H](C(C)(C)S)C(=O)O (L-penicillamine), C([O-])([O-])=O.[K+].[K+] (potassium carbonate), CI (methyl iodide), C(OCC1C2=CC=CC=C2C=2C=CC=CC12)(ON1C(CCC1=O)=O)=O (9−fluorenylmethyl succinimidyl carbonate). Run in O1CCOCC1 (dioxane), O (water). Reaction conditions: time 1 hour. The product is C1=CC=CC=2C3=CC=CC=C3C(C12)COC(=O)N[C@@H](C(C)(C)SC)C(=O)O (N-[(9H-fluoren-9-ylmethoxy)carbonyl]-3-(methylthio)-L-valine). Yield: 137.5%. As a reaction SMILES: [NH2:1][C@H:2]([C:7]([OH:9])=[O:8])[C:3]([SH:6])([CH3:5])[CH3:4].[C:10](=O)([O-])[O-].[K+].[K+].CI.[C:18](=O)([O:34]N1C(=O)CCC1=O)[O:19][CH2:20][CH:21]1[C:33]2[CH:32]=[CH:31][CH:30]=[CH:29][C:28]=2[C:27]2[C:22]1=[CH:23][CH:24]=[CH:25][CH:26]=2>O1CCOCC1.O>[CH:32]1[C:33]2[CH:21]([CH2:20][O:19][C:18]([NH:1][C@H:2]([C:7]([OH:9])=[O:8])[C:3]([S:6][CH3:10])([CH3:5])[CH3:4])=[O:34])[C:22]3[C:27](=[CH:26][CH:25]=[CH:24][CH:23]=3)[C:28]=2[CH:29]=[CH:30][CH:31]=1 |f:1.2.3|. Reported procedure: To a solution of L-penicillamine (0.60 g, 4.02 mmol) in mixture of water (20 mL) and dioxane (20.0 mL) at room temperature were added potassium carbonate (11.04 g, 79.9 mmol) and methyl iodide (0.31 mL, 4.98 mmol), and the mixture was stirred for 1 hour. 9−fluorenylmethyl succinimidyl carbonate (5.39 g, 16.0 mmol) was added, and the reaction was stirred at room temperature for 12 hours. The reaction was evaporated, and the residue was partitioned between ether and water, and the mixture was adju...